This data is from the Open Reaction Database (ORD), a public repository of structured organic reaction records. The task is: describe an organic reaction: reactants, conditions, products, and yield Starting materials: C(C)(C)(C)C1=C(C2=CC=CC=C2C=C1)O (2-t-butyl-1-naphthol), stannic chloride, ice water, COC(Cl)Cl (1,1-dichloromethyl methyl ether). Solvent: ClCCl (dichloromethane). Reaction conditions: time 10 minute. Yields the product C(C)(C)(C)C=1C=C(C2=CC=CC=C2C1O)C=O (3-t-Butyl-4-hydroxy-1-naphthaldehyde). Yield: 43.8%. RXN SMILES: [C:1]([C:5]1[CH:14]=[CH:13][C:12]2[C:7](=[CH:8][CH:9]=[CH:10][CH:11]=2)[C:6]=1[OH:15])([CH3:4])([CH3:3])[CH3:2].[CH3:16][O:17]C(Cl)Cl>ClCCl>[C:1]([C:5]1[CH:14]=[C:13]([CH:16]=[O:17])[C:12]2[C:7]([C:6]=1[OH:15])=[CH:8][CH:9]=[CH:10][CH:11]=2)([CH3:4])([CH3:2])[CH3:3]. Procedure: To a 0° solution of 2-t-butyl-1-naphthol (7.6 g, 0.038 mole) in 50 ml of dry dichloromethane was added anhydrous stannic chloride (19.77 g, 0.076 mole). The resulting reaction mixture was stirred at 0° during the dropwise addition of 1,1-dichloromethyl methyl ether (7.75 g, 0.068 mole). The mixture was stirred for 10 minutes at 0° then poured into ice/water. The resulting mixture was extracted with diethyl ether (3×200 ml). The ethereal extracts were washed with water until the aqueous washes ha... Starting materials: 26, O=C1NC2=C(N1C1CCN(CC1)C(=O)OCC)C=CC(=C2)C(F)(F)F (ethyl 4-[1,3-dihydro-2-oxo-5-(trifluoromethyl)-2H-benzimidazol-1-yl]-1-piperidinecarboxylate), [OH-].[K+] (potassium hydroxide), CC(C)O (2-propanol). Solvent: O (water). The product is N1CCC(CC1)N1C(NC2=C1C=CC(=C2)C(F)(F)F)=O (1,3-dihydro-1-(4-piperidinyl)-5-(trifluoromethyl)-2H-benzimidazol-2-one). As a reaction SMILES: [O:1]=[C:2]1[N:6]([CH:7]2[CH2:12][CH2:11][N:10](C(OCC)=O)[CH2:9][CH2:8]2)[C:5]2[CH:18]=[CH:19][C:20]([C:22]([F:25])([F:24])[F:23])=[CH:21][C:4]=2[NH:3]1.[OH-].[K+].CC(O)C>O>[NH:10]1[CH2:11][CH2:12][CH:7]([N:6]2[C:5]3[CH:18]=[CH:19][C:20]([C:22]([F:24])([F:23])[F:25])=[CH:21][C:4]=3[NH:3][C:2]2=[O:1])[CH2:8][CH2:9]1 |f:1.2|. Procedure details: A mixture of 26 parts of ethyl 4-[1,3-dihydro-2-oxo-5-(trifluoromethyl)-2H-benzimidazol-1-yl]-1-piperidinecarboxylate, 30 parts of potassium hydroxide, 176 parts of 2-propanol and 4 parts of water is stirred and refluxed for 20 hours. The reaction mixture is evaporated. The residue is dissolved in water, acidified with a concentrated hydrochloric acid solution, while cooling, and alkalized with a concentrated ammonium hydroxide solution. The product is extracted with trichloromethane. The extrac... Reactants: COc1ccc2cc(Br)cc(C#N)c2c1Br, CC(=O)O, Cl, O, O, Cl[Sn]Cl. Product: COc1ccc2cc(Br)cc(C#N)c2c1. Reaction SMILES: [Br:1][c:2]1[cH:3][c:4]([C:15]#[N:16])[c:5]2[c:6]([Br:14])[c:7]([O:12][CH3:13])[cH:8][cH:9][c:10]2[cH:11]1.[CH3:23][C:24](=[O:25])[OH:26].[ClH:22].[OH2:17].[OH2:18].[Sn:19]([Cl:20])[Cl:21]>>[Br:1][c:2]1[cH:3][c:4]([C:15]#[N:16])[c:5]2[cH:6][c:7]([O:12][CH3:13])[cH:8][cH:9][c:10]2[cH:11]1. The reactants are N[C@@H](CC(C)C)C(=O)OC (H-Leu-OMe), C1=CC=C(C=C1)COC(=O)N[C@@H](CC(=O)N)C(=O)OC2=CC=C(C=C2)[N+](=O)[O-] (Z-Asn-ONP), O (water). The solvent is CN(C=O)C (dimethylformamide). Run at time 19 hour. Product: N([C@@H](CC(N)=O)C(=O)N[C@@H](CC(C)C)C(=O)OC)C(=O)OCC1=CC=CC=C1 (Z-Asn-Leu-OMe). Reaction SMILES: [NH2:1][C@H:2]([C:7]([O:9][CH3:10])=[O:8])[CH2:3][CH:4]([CH3:6])[CH3:5].[CH:11]1[CH:16]=[CH:15][C:14]([CH2:17][O:18][C:19]([NH:21][C@H:22]([C:27](OC2C=CC([N+]([O-])=O)=CC=2)=[O:28])[CH2:23][C:24]([NH2:26])=[O:25])=[O:20])=[CH:13][CH:12]=1.O>CN(C)C=O>[NH:21]([C:19]([O:18][CH2:17][C:14]1[CH:15]=[CH:16][CH:11]=[CH:12][CH:13]=1)=[O:20])[C@H:22]([C:27]([NH:1][C@H:2]([C:7]([O:9][CH3:10])=[O:8])[CH2:3][CH:4]([CH3:6])[CH3:5])=[O:28])[CH2:23][C:24](=[O:25])[NH2:26]. Reported procedure: 16.7 g of H-Leu-OMe and 46.0 g of Z-Asn-ONP are dissolved in 100 ml of freshly distilled dimethylformamide. The solution is allowed to stand for 19 hours at 25° C. Thereafter 1.2 liters of water are added and the crystalline precipitate is filtered off. The dipeptide derivative is dried at 40° C. in vacuo and is then twice recrystallised from methanol-water. Melting point 180°-181° C.; [α]D20 = +9° (c = 2.05 in chloroform).